This data is from the Open Reaction Database (ORD), a public repository of structured organic reaction records. The task is: describe an organic reaction: reactants, conditions, products, and yield The reactants are CNCC=1N=C(SC1)C(C)C (N-methyl-N-((2-isopropyl-4-thiazolyl)methyl)amine), oil, [H-].[Na+] (NaH), amine, oil, [H-].[Na+] (NaH), O(C1=CC=CC=C1)C(=O)N[C@@H](C(C)C)C(=O)O (N-phenoxycarbonyl-L-Valine). The solvent is C1CCOC1 (THF), C1CCOC1 (THF), C1CCOC1 (THF). Run at time 15 minute. The product is CN(CC=1N=C(SC1)C(C)C)C(=O)N[C@@H](C(C)C)C(=O)O (N-((N-Methyl-N-((2-isopropyl-4-thiazolyl)methyl)amino)carbonyl)-L-Valine). Isolated yield 23.6%. As a reaction SMILES: [H-].[Na+].O([C:10]([NH:12][C@H:13]([C:17]([OH:19])=[O:18])[CH:14]([CH3:16])[CH3:15])=[O:11])C1C=CC=CC=1.[CH3:20][NH:21][CH2:22][C:23]1[N:24]=[C:25]([CH:28]([CH3:30])[CH3:29])[S:26][CH:27]=1>C1COCC1>[CH3:20][N:21]([C:10]([NH:12][C@H:13]([C:17]([OH:19])=[O:18])[CH:14]([CH3:15])[CH3:16])=[O:11])[CH2:22][C:23]1[N:24]=[C:25]([CH:28]([CH3:30])[CH3:29])[S:26][CH:27]=1 |f:0.1|. Procedure details: To a stirred slurry of 60% oil dispersion NaH (200 mg, 5 mmol) at <5° C. in 10 mL of THF was added N-phenoxycarbonyl-L-Valine (1.0 g, 4.2 mmol) followed by a 10 mL THF rinse and keeping the temperature <5° C. using an ice-water bath. In another flask, N-methyl-N-((2-isopropyl-4-thiazolyl)methyl)amine (851 mg, 5 mmol) was added to a <5° C. slurry of 60% oil dispersion NaH (220 mg, 5.5 mmol) in 10 mL of THF maintaining the temperature <5° C. Both solutions were stirred for 15 minutes, and then the... The reactants are C(C)(=O)O[C@@H]1CC2=CC([C@H]3[C@@H]4CC[C@@H]([C@@]4(C)CC[C@@H]3[C@]2(CC1)C)OC(C)=O)=O (7-Oxo-5-androstene-3β,17β-diol diacetate), Cl.NO (hydroxylamine hydrochloride), O (water). The solvent is N1=CC=CC=C1 (pyridine). Product: C(C)(=O)O[C@@H]1CC2=CC([C@H]3[C@@H]4CC[C@@H]([C@@]4(C)CC[C@@H]3[C@]2(CC1)C)OC(C)=O)=NO (7-Oximino-5-androstene-3β,17β-diol Diacetate). Reaction SMILES: [C:1]([O:4][C@H:5]1[CH2:22][CH2:21][C@@:20]2([CH3:23])[C:7](=[CH:8][C:9](=O)[C@@H:10]3[C@@H:19]2[CH2:18][CH2:17][C@@:15]2([CH3:16])[C@H:11]3[CH2:12][CH2:13][C@@H:14]2[O:24][C:25](=[O:27])[CH3:26])[CH2:6]1)(=[O:3])[CH3:2].Cl.[NH2:30][OH:31].O>N1C=CC=CC=1>[C:1]([O:4][C@H:5]1[CH2:22][CH2:21][C@@:20]2([CH3:23])[C:7](=[CH:8][C:9](=[N:30][OH:31])[C@@H:10]3[C@@H:19]2[CH2:18][CH2:17][C@@:15]2([CH3:16])[C@H:11]3[CH2:12][CH2:13][C@@H:14]2[O:24][C:25](=[O:27])[CH3:26])[CH2:6]1)(=[O:3])[CH3:2] |f:1.2|. Procedure: 7-Oxo-5-androstene-3β,17β-diol diacetate (1 g, 2.57 mmol) and hydroxylamine hydrochloride (0.5 g) were taken in dry pyridine (8 Ml) and heated in a steam bath for 2 h. The reaction mixture was poured into water and precipitate obtained was filtered, washed with water and dried. The crude product on crystallization from methanol afforded pure oxime 7-oximino-5-androstene-3β,17β-diol diacetate (0.85 g, 86.54%), mp 236-238° C. (lit 226° C.) [Singh H., et al Indian J. Chem. 1969, 7, 1084-1087].